From a dataset of the Open Reaction Database (ORD), a public repository of structured organic reaction records. describe an organic reaction: reactants, conditions, products, and yield Reactants: COc1cc([N+](=O)[O-])ccc1OCCOC(C)=O, CCOC(C)=O. Yields the product COc1cc(N)ccc1OCCOC(C)=O. RXN SMILES: [C:1]([CH3:2])(=[O:3])[O:4][CH2:5][CH2:6][O:7][c:8]1[c:9]([O:17][CH3:18])[cH:10][c:11]([N+:14]([O-:15])=[O:16])[cH:12][cH:13]1.[CH3:19][CH2:20][O:21][C:22](=[O:23])[CH3:24]>>[C:1]([CH3:2])(=[O:3])[O:4][CH2:5][CH2:6][O:7][c:8]1[c:9]([O:17][CH3:18])[cH:10][c:11]([NH2:14])[cH:12][cH:13]1. Reactants: FC1=C2C(=CNC2=CC(=C1)F)SCC(=O)NC1=NOC(=C1)C (2-((4,6-difluoro-1H-indol-3-yl)thio)-N-(5-methylisoxazol-3-yl)acetamide), OO (hydrogen peroxide). Solvent: C(C(F)(F)F)(C(F)(F)F)O (hexafluoro-2-propanol). Reaction conditions: time 2 hour. Product: N1C=C(C2=CC=CC=C12)S(=O)CC(=O)NC1=NOC(=C1)C (2-((1H-indol-3-yl)sulfinyl)-N-(5-methylisoxazol-3-yl)acetamide). Yield: 50.0%. As a reaction SMILES: F[C:2]1[CH:10]=[C:9](F)[CH:8]=[C:7]2[C:3]=1[C:4]([S:12][CH2:13][C:14]([NH:16][C:17]1[CH:21]=[C:20]([CH3:22])[O:19][N:18]=1)=[O:15])=[CH:5][NH:6]2.[OH:23]O>C(O)(C(F)(F)F)C(F)(F)F>[NH:6]1[C:7]2[C:3](=[CH:2][CH:10]=[CH:9][CH:8]=2)[C:4]([S:12]([CH2:13][C:14]([NH:16][C:17]2[CH:21]=[C:20]([CH3:22])[O:19][N:18]=2)=[O:15])=[O:23])=[CH:5]1. Procedure: 2-((4,6-difluoro-1H-indol-3-yl)thio)-N-(5-methylisoxazol-3-yl)acetamide (100 mg, 0.348 mmol) from Step C was dissolved in hexafluoro-2-propanol (500 μL) and hydrogen peroxide (30% by weight, 88.0 μL, 0.696 mmol). The mixture was stirred at ambient temperature for 2 hours. The reaction was quenched with saturated aqueous sodium sulfite (500 μL) and extracted with ethyl acetate (3×1 mL). The organics were combined, dried over magnesium sulfate, and concentrated in vacuo to give a residue which was... Reactants: CC(=O)N1CCN(C(=O)OC(C)(C)C)CC1, CCOC(C)=O, Cl. Product: CC(=O)N1CCNCC1. As a reaction SMILES: [C:1]([CH3:2])(=[O:3])[N:4]1[CH2:5][CH2:6][N:7]([C:10]([O:11][C:12]([CH3:13])([CH3:14])[CH3:15])=[O:16])[CH2:8][CH2:9]1.[CH3:18][CH2:19][O:20][C:21]([CH3:22])=[O:23].[ClH:17]>>[C:1]([CH3:2])(=[O:3])[N:4]1[CH2:5][CH2:6][NH:7][CH2:8][CH2:9]1. Starting materials: C1CN(CCN1CCO)CCS(=O)(=O)O (HEPES), [Na+].[Cl-] (NaCl), [Cl-].[K+] (KCl), [Cl-].[Cl-].[Ca+2] (CaCl2), [O-]S(=O)(=O)[O-].[Mg+2] (MgSO4), O=C[C@H](O)[C@@H](O)[C@H](O)[C@H](O)CO (glucose), C1=CC(=C(C=C1C(CN)O)O)O ([3H]NE), C(=O)=O (CO2), O=C1C(O)=C(O)[C@H](O1)[C@@H](O)CO (ascorbic acid), CN(CC#C)CC=1C=CC=CC1 (pargyline). Solvent: CS(=O)C (DMSO), CS(=O)C (DMSO). Conditions: time 10 minute. Yields the product CNCCCN1C=2C=CC=CC2CCC3=C1C=CC=C3 (desipramine). As a reaction SMILES: C(=O)=O.[CH2:4]1[N:9]([CH2:10][CH2:11]O)[CH2:8][CH2:7]N(CCS(O)(=O)=O)[CH2:5]1.[Na+].[Cl-].[Cl-].[K+].[Cl-].[Cl-].[Ca+2].[O-]S([O-])(=O)=O.[Mg+2].O=[CH:33][C@@H:34]([C@H:36]([C@@H:38]([C@@H:40]([CH2:42]O)O)O)O)O.O=[C:45]1O[C@H:50]([C@H](CO)O)[C:48](O)=[C:46]1O.[CH3:56][N:57](CC1C=CC=CC=1)[CH2:58]C#C.C1C(C(O)CN)=CC(O)=C(O)C=1>CS(C)=O>[CH3:56][NH:57][CH2:58][CH2:11][CH2:10][N:9]1[C:4]2[CH:5]=[CH:45][CH:46]=[CH:48][C:50]=2[CH2:42][CH2:40][C:38]2[CH:36]=[CH:34][CH:33]=[CH:7][C:8]1=2 |f:2.3,4.5,6.7.8,9.10|. Procedure: On day 1, cells were plated at 3,000 cells/well in growth medium and maintained in a cell incubator (37° C., 5% CO2). On day 2, growth medium was replaced with 200 μl of assay buffer (25 mM HEPES; 120 mM NaCl; 5 mM KCl; 2.5 mM CaCl2; 1.2 mM MgSO4; 2 mg/ml glucose (pH 7.4, 37° C.)) containing 0.2 mg/ml ascorbic acid and 10 μM pargyline. Plates containing cells with 200 μl of assay buffer were equilibrated for 10 minutes at 37° C. prior to addition of compounds. A stock solution of desipramine was... The reactants are CONC(=O)C(Br)CCBr, [H-], [Na+], c1ccccc1. The product is CON1CCC(Br)C1=O. Reaction SMILES: [CH3:1][O:2][NH:3][C:4]([CH:5]([CH2:6][CH2:7][Br:8])[Br:9])=[O:10].[H-:12].[Na+:11].[cH:13]1[cH:14][cH:15][cH:16][cH:17][cH:18]1>>[CH3:1][O:2][N:3]1[C:4](=[O:10])[CH:5]([Br:9])[CH2:6][CH2:7]1. Starting materials: COC(C(OC=1C(=NC(=NC1N1CCOCC1)Cl)Cl)C1CC1)=O (cyclopropyl-(2,4-dichloro-6-morpholin-4-yl-pyrimidin-5-yloxy)-acetic acid methyl ester), CC(C)C[AlH]CC(C)C (DIBAL-H). The solvent is C1CCOC1 (THF). Run at time 20 hour. Yields the product C1(CC1)C(CO)OC=1C(=NC(=NC1N1CCOCC1)Cl)Cl (2-Cyclopropyl-2-(2,4-dichloro-6-morpholin-4-yl-pyrimidin-5-yloxy)-ethanol). As a reaction SMILES: C[O:2][C:3](=O)[CH:4]([CH:20]1[CH2:22][CH2:21]1)[O:5][C:6]1[C:7]([Cl:19])=[N:8][C:9]([Cl:18])=[N:10][C:11]=1[N:12]1[CH2:17][CH2:16][O:15][CH2:14][CH2:13]1.CC(C[AlH]CC(C)C)C>C1COCC1>[CH:20]1([CH:4]([O:5][C:6]2[C:7]([Cl:19])=[N:8][C:9]([Cl:18])=[N:10][C:11]=2[N:12]2[CH2:13][CH2:14][O:15][CH2:16][CH2:17]2)[CH2:3][OH:2])[CH2:22][CH2:21]1. Procedure: To a solution of cyclopropyl-(2,4-dichloro-6-morpholin-4-yl-pyrimidin-5-yloxy)-acetic acid methyl ester (233 mg, 0.64 mmol) in THF (6.5 mL) at −78° C. under an atmosphere of nitrogen was added DIBAL-H (1.93 mL, 1.93 mmol, 1.0M in toluene) dropwise. The reaction mixture was warmed to RT and stirred for 20 hours before being quenched with Rochelle's salt (15 mL, 1M aqueous solution). The mixture was extracted with ethyl acetate (3×30 mL) and the combined organic phases were dried (Na2SO4) then con... The reactants are C(C1=CC=CC=C1)NC1=NC=2C=CC=CC2C2=C1N=CN2CCCCNC(=O)OC(C)(C)C (4-Benzylamino-1-[4-(tert-butoxycarbonylamino)butyl]-1H-imidazo[4,5-c]quinoline). Reagents/catalysts: [OH-].[Pd+2].[OH-].[C] (palladium hydroxide carbon). The solvent is C(=O)O (formic acid). Yields the product NCCCCN1C=NC=2C(=NC=3C=CC=CC3C21)N (1-(4-aminobutyl)-1H-imidazo[4,5-c]quinoline-4-amine). The yield is 36.5%. Reaction SMILES: C([NH:8][C:9]1[C:18]2[N:19]=[CH:20][N:21]([CH2:22][CH2:23][CH2:24][CH2:25][NH:26]C(OC(C)(C)C)=O)[C:17]=2[C:16]2[CH:15]=[CH:14][CH:13]=[CH:12][C:11]=2[N:10]=1)C1C=CC=CC=1>C(O)=O.[OH-].[Pd+2].[OH-].[C]>[NH2:26][CH2:25][CH2:24][CH2:23][CH2:22][N:21]1[C:17]2[C:16]3[CH:15]=[CH:14][CH:13]=[CH:12][C:11]=3[N:10]=[C:9]([NH2:8])[C:18]=2[N:19]=[CH:20]1 |f:2.3.4.5|. Procedure: 67 mg (0.150 mmol) of 4-Benzylamino-1-[4-(tert-butoxycarbonylamino)butyl]-1H-imidazo[4,5-c]quinoline was dissolved in 5 ml of formic acid. 0.15 g of 20% palladium hydroxide-carbon was added thereto and the mixture was refluxed for 2 days under heating. The reaction mixture was filtered and the solvent was distilled off under reduced pressure. The residue was purified by silica gel column chromatography (chloroform:methanol:32% acetic acid=6:3:1 (v/v)) to obtain the acetic acid salt of the object... Reactants: C1(CCCCC1)P(C1=C(C=CC=C1)C1=C(C=C(C=C1C(C)C)C(C)C)C(C)C)C1CCCCC1 (2-dicyclohexylphosphino-2′,4′,6′-triisopropylbiphenyl), NC1=C(C(=O)OC(C)(C)C)C=CC(=C1)CCC1=CC=CC=C1 (tert-butyl 2-amino-4-phenethylbenzoate), BrC1=CC=C(C=C1)N1CCOCC1 (4-(4-bromophenyl)morpholine), C([O-])([O-])=O.[Cs+].[Cs+] (cesium carbonate), C1(CCCCC1)P(C1=C(C=CC=C1)C1=C(C=C(C=C1C(C)C)C(C)C)C(C)C)C1CCCCC1 (2-dicyclohexylphosphino-2′,4′,6′-triisopropylbiphenyl), BrC1=CC=C(C=C1)N1CCOCC1 (4-(4-bromophenyl)morpholine), C([O-])([O-])=O.[Cs+].[Cs+] (cesium carbonate), C1(CCCCC1)P(C1=C(C=CC=C1)C1=C(C=C(C=C1C(C)C)C(C)C)C(C)C)C1CCCCC1 (2-dicyclohexylphosphino-2′,4′,6′-triisopropylbiphenyl). Procedure: To toluene 3.0 mL solution of tert-butyl 2-amino-4-phenethylbenzoate 0.10 g were added 4-(4-bromophenyl)morpholine 0.21 g, cesium carbonate 0.23 g, tris(dibenzylideneacetone)dipalladium(0) 3.2 mg and 2-dicyclohexylphosphino-2′,4′,6′-triisopropylbiphenyl 8.3 mg at room temperature, and it was stirred at 110° C. for 6 hours. After the reaction mixture was cooled to room temperature, palladium acetate 1.6 mg, tris(dibenzylideneacetone)dipalladium(0) 3.2 mg and 2-dicyclohexylphosphino-2′,4′,6′-triis... Reaction SMILES: [NH2:1][C:2]1[CH:14]=[C:13]([CH2:15][CH2:16][C:17]2[CH:22]=[CH:21][CH:20]=[CH:19][CH:18]=2)[CH:12]=[CH:11][C:3]=1[C:4]([O:6][C:7]([CH3:10])([CH3:9])[CH3:8])=[O:5].Br[C:24]1[CH:29]=[CH:28][C:27]([N:30]2[CH2:35][CH2:34][O:33][CH2:32][CH2:31]2)=[CH:26][CH:25]=1.C(=O)([O-])[O-].[Cs+].[Cs+].C1(P(C2CCCCC2)C2C=CC=CC=2C2C(C(C)C)=CC(C(C)C)=CC=2C(C)C)CCCCC1>C1C=CC(/C=C/C(/C=C/C2C=CC=CC=2)=O)=CC=1.C1C=CC(/C=C/C(/C=C/C2C=CC=CC=2)=O)=CC=1.C1C=CC(/C=C/C(/C=C/C2C=CC=CC=2)=O)=CC=1.[Pd].[Pd].C([O-])(=O)C.[Pd+2].C([O-])(=O)C.C1(C)C=CC=CC=1>[O:33]1[CH2:34][CH2:35][N:30]([C:27]2[CH:28]=[CH:29][C:24]([NH:1][C:2]3[CH:14]=[C:13]([CH2:15][CH2:16][C:17]4[CH:18]=[CH:19][CH:20]=[CH:21][CH:22]=4)[CH:12]=[CH:11][C:3]=3[C:4]([O:6][C:7]([CH3:10])([CH3:9])[CH3:8])=[O:5])=[CH:25][CH:26]=2)[CH2:31][CH2:32]1 |f:2.3.4,6.7.8.9.10,11.12.13|. Reaction conditions: temperature 110 celsius, time 6 hour. Yields the product O1CCN(CC1)C1=CC=C(NC2=C(C(=O)OC(C)(C)C)C=CC(=C2)CCC2=CC=CC=C2)C=C1 (tert-butyl 2-(4-morpholinoanilino)-4-phenethylbenzoate). The reagents and catalysts are C(C)(=O)[O-].[Pd+2].C(C)(=O)[O-] (palladium acetate), C=1C=CC(=CC1)/C=C/C(=O)/C=C/C2=CC=CC=C2.C=1C=CC(=CC1)/C=C/C(=O)/C=C/C2=CC=CC=C2.C=1C=CC(=CC1)/C=C/C(=O)/C=C/C2=CC=CC=C2.[Pd].[Pd] (tris(dibenzylideneacetone)dipalladium(0)), C=1C=CC(=CC1)/C=C/C(=O)/C=C/C2=CC=CC=C2.C=1C=CC(=CC1)/C=C/C(=O)/C=C/C2=CC=CC=C2.C=1C=CC(=CC1)/C=C/C(=O)/C=C/C2=CC=CC=C2.[Pd].[Pd] (tris(dibenzylideneacetone)dipalladium(0)), C(C)(=O)[O-].[Pd+2].C(C)(=O)[O-] (palladium acetate), C=1C=CC(=CC1)/C=C/C(=O)/C=C/C2=CC=CC=C2.C=1C=CC(=CC1)/C=C/C(=O)/C=C/C2=CC=CC=C2.C=1C=CC(=CC1)/C=C/C(=O)/C=C/C2=CC=CC=C2.[Pd].[Pd] (tris(dibenzylideneacetone)dipalladium(0)). The solvent is C1(=CC=CC=C1)C (toluene).